Dataset: the Open Reaction Database (ORD), a public repository of structured organic reaction records. Task: describe an organic reaction: reactants, conditions, products, and yield The reactants are CCOC(C)=O, ClCCl, Cl, NC1N=C(c2ccccc2F)c2ccccc2N(CC(=O)N2CC3CCC(CC3)C2)C1=O, O=C(O)c1cccc(O)c1. Yields the product O=C(NC1N=C(c2ccccc2F)c2ccccc2N(CC(=O)N2CC3CCC(CC3)C2)C1=O)c1cccc(O)c1. As a reaction SMILES: [CH3:43][CH2:44][O:45][C:46](=[O:47])[CH3:48].[Cl:49][CH2:50][Cl:51].[ClH:52].[NH2:1][CH:2]1[C:3](=[O:32])[N:4]([CH2:20][C:21](=[O:22])[N:23]2[CH2:24][CH:25]3[CH2:26][CH2:27][CH:28]([CH2:29]2)[CH2:30][CH2:31]3)[c:5]2[c:6]([cH:16][cH:17][cH:18][cH:19]2)[C:7]([c:9]2[c:10]([F:15])[cH:11][cH:12][cH:13][cH:14]2)=[N:8]1.[OH:33][C:34](=[O:35])[c:36]1[cH:37][cH:38][cH:39][c:40]([OH:41])[cH:42]1>>[NH:1]([CH:2]1[C:3](=[O:32])[N:4]([CH2:20][C:21](=[O:22])[N:23]2[CH2:24][CH:25]3[CH2:26][CH2:27][CH:28]([CH2:29]2)[CH2:30][CH2:31]3)[c:5]2[c:6]([cH:16][cH:17][cH:18][cH:19]2)[C:7]([c:9]2[c:10]([F:15])[cH:11][cH:12][cH:13][cH:14]2)=[N:8]1)[C:34](=[O:33])[c:36]1[cH:37][cH:38][cH:39][c:40]([OH:41])[cH:42]1.